Dataset: the Open Reaction Database (ORD), a public repository of structured organic reaction records. Task: describe an organic reaction: reactants, conditions, products, and yield The reactants are C(C1=CC=CC=C1)OC(=O)N[C@H](C(=O)OC)CN(C1=CC=CC=C1)C1=CC=CC=C1 (Methyl (S)-2-benzyloxycarbonylamino-3-diphenylaminopropionate), [H][H] (hydrogen), [H][H] (hydrogen). The reagents and catalysts are catalyst. Solvent: CO (methanol). Product: N[C@H](C(=O)OC)CN(C1=CC=CC=C1)C1=CC=CC=C1 (Methyl (S)-2-amino-3-diphenylaminopropionate). Yield: 91.0%. As a reaction SMILES: C(OC([NH:11][C@@H:12]([CH2:17][N:18]([C:25]1[CH:30]=[CH:29][CH:28]=[CH:27][CH:26]=1)[C:19]1[CH:24]=[CH:23][CH:22]=[CH:21][CH:20]=1)[C:13]([O:15][CH3:16])=[O:14])=O)C1C=CC=CC=1.[H][H]>CO>[NH2:11][C@@H:12]([CH2:17][N:18]([C:25]1[CH:30]=[CH:29][CH:28]=[CH:27][CH:26]=1)[C:19]1[CH:20]=[CH:21][CH:22]=[CH:23][CH:24]=1)[C:13]([O:15][CH3:16])=[O:14]. Reported procedure: In order to eliminate the Z protecting group, 2.7 g (6.68 mmol) of the Z-protected derivative (10) were dissolved in 500 ml of methanol, and 100 mg of catalyst (10% Pd(OH)2—C) were supplied under a protective atmosphere of nitrogen. The inert gas was then displaced with a large excess of hydrogen and the mixture was shaken for 2 h in the hydrogen atmosphere. In order to terminate the reaction, the catalyst was filtered off and the filtrate was concentrated. 1.65 g (yield: 91%) of methyl 2-amino-... The reactants are C(CC(C)C)Br (Isoamyl bromide), O.O.O.O.O.O.O.O.O.[S-2].[Na+].[Na+] (sodium sulfide nonahydrate). Reagents/catalysts: [Br-].C(CCC)[N+](CCCC)(CCCC)CCCC (tetrabutylammonium bromide). The solvent is O (water). Conditions: time 6 hour. Product: C(CC(C)C)SCCC(C)C (Diisoamyl Sulfide). Isolated yield 90.9%. Reaction SMILES: [CH2:1](Br)[CH2:2][CH:3]([CH3:5])[CH3:4].O.O.O.O.O.O.O.O.O.[S-2:16].[Na+].[Na+]>[Br-].C([N+](CCCC)(CCCC)CCCC)CCC.O>[CH2:1]([S:16][CH2:1][CH2:2][CH:3]([CH3:5])[CH3:4])[CH2:2][CH:3]([CH3:5])[CH3:4] |f:1.2.3.4.5.6.7.8.9.10.11.12,13.14|. Reported procedure: Isoamyl bromide (21.88 g, 0.21 mol) and tetrabutylammonium bromide (1.61 g, 5 mmol) were added to a solution of sodium sulfide nonahydrate (24.02 g, 0.10 mol) in water (50 ml) and the mixture was refluxed with stirring for 6 h. The organic layer was separated, the aqueous layer was extracted with pentane (25 ml). The extract was combined with the organic layer and dried with anhydrous magnesium sulfate. Distillation gave 15.85 g, 91% of a colorless liquid, bp 49°-50° C./0.1 mm Hg, n20D=1.4514, >... The reactants are CCCCC1C(=O)Oc2c(Oc3ccccc3C)cccc21, CO, [K+], [OH-]. Yields the product CCCCC(C(=O)O)c1cccc(Oc2ccccc2C)c1O. As a reaction SMILES: [CH2:1]([CH2:2][CH2:3][CH3:4])[CH:5]1[C:6](=[O:22])[O:7][c:8]2[c:9]1[cH:10][cH:11][cH:12][c:13]2[O:14][c:15]1[c:16]([CH3:21])[cH:17][cH:18][cH:19][cH:20]1.[CH3:25][OH:26].[K+:24].[OH-:23]>>[CH2:1]([CH2:2][CH2:3][CH3:4])[CH:5]([C:6]([OH:22])=[O:23])[c:9]1[c:8]([OH:7])[c:13]([O:14][c:15]2[c:16]([CH3:21])[cH:17][cH:18][cH:19][cH:20]2)[cH:12][cH:11][cH:10]1. Starting materials: ClCC(=O)OC (methyl chloroacetate), C[O-].[Na+] (sodium methoxide), C(C)(C)O (isopropanol). Reaction conditions: temperature 25 celsius, time 6.5 hour. Yields the product COCC(=O)OC(C)C (Isopropyl methoxyacetate). Isolated yield 74.0%. As a reaction SMILES: Cl[CH2:2][C:3]([O:5][CH3:6])=O.C[O-:8].[Na+].[CH:10]([OH:13])([CH3:12])[CH3:11]>>[CH3:6][O:5][CH2:3][C:2]([O:13][CH:10]([CH3:12])[CH3:11])=[O:8] |f:1.2|. Procedure details: 434.1 g (4.0 mol) of methyl chloroacetate are initially introduced and stirred at 25° C. 756.3 g (4.2 mol) of 30% strength sodium methoxide solution are added dropwise in the course of 2.5 h such that a reaction temperature of 65° C. is not exceeded. After the addition, stirring is continued at reflux temperature for a further 3 h. 436.0 g of methanol are then removed from the reaction mixture by distillation. 480.8 g (8 mol) of isopropanol are added to the residue and the mixture is heated unde...